From a dataset of the Open Reaction Database (ORD), a public repository of structured organic reaction records. describe an organic reaction: reactants, conditions, products, and yield Reactants: C1CCOC1, COc1ccc(C(=O)c2ccc(NC(C)=O)cc2)cc1, CC1(C)CC(=O)CC(C)(C)C1, [K+], [K+], O=C([O-])[O-], [Zn]. Yields the product COc1ccc(C(=C2CC(C)(C)CC(C)(C)C2)c2ccc(NC(C)=O)cc2)cc1. Reaction SMILES: [CH2:38]1[O:39][CH2:40][CH2:41][CH2:42]1.[CH3:1][O:2][c:3]1[cH:4][cH:5][c:6]([C:9](=[O:10])[c:11]2[cH:12][cH:13][c:14]([NH:17][C:18]([CH3:19])=[O:20])[cH:15][cH:16]2)[cH:7][cH:8]1.[CH3:21][C:22]1([CH3:31])[CH2:23][C:24](=[O:30])[CH2:25][C:26]([CH3:28])([CH3:29])[CH2:27]1.[K+:32].[K+:33].[O-:34][C:35]([O-:36])=[O:37].[Zn:43]>>[CH3:1][O:2][c:3]1[cH:4][cH:5][c:6]([C:9]([c:11]2[cH:12][cH:13][c:14]([NH:17][C:18]([CH3:19])=[O:20])[cH:15][cH:16]2)=[C:24]2[CH2:23][C:22]([CH3:21])([CH3:31])[CH2:27][C:26]([CH3:28])([CH3:29])[CH2:25]2)[cH:7][cH:8]1. The reactants are ClC1=C(C=C(C=C1)[C@@H](CC)NC1=NC=C(C(=C1)C1OCCO1)F)C ([(R)-1-(4-Chloro-3-methyl-phenyl)-propyl]-(4-[1,3]dioxolan-2-yl-5-fluoro-pyridin-2-yl)-amine), Br (HBr). The solvent is C1CCOC1 (THF). Conditions: temperature 70 celsius. The product is ClC1=C(C=C(C=C1)[C@@H](CC)NC1=NC=C(C(=C1)C=O)F)C (2-[(R)-1-(4-Chloro-3-methyl-phenyl)-propylamino]-5-fluoro-pyridine-4-carbaldehyde). RXN SMILES: [Cl:1][C:2]1[CH:7]=[CH:6][C:5]([C@H:8]([NH:11][C:12]2[CH:17]=[C:16]([CH:18]3OCC[O:19]3)[C:15]([F:23])=[CH:14][N:13]=2)[CH2:9][CH3:10])=[CH:4][C:3]=1[CH3:24].Br>C1COCC1>[Cl:1][C:2]1[CH:7]=[CH:6][C:5]([C@H:8]([NH:11][C:12]2[CH:17]=[C:16]([CH:18]=[O:19])[C:15]([F:23])=[CH:14][N:13]=2)[CH2:9][CH3:10])=[CH:4][C:3]=1[CH3:24]. Reported procedure: INT 45 (500 mg, 1.43 mmol) was dissolved in THF (20 mL) and HBr (33% in AcOH, 15 eq) was added. The resulting mixture was stirred at 70° C. until completion of the reaction. The mixture was quenched with saturated aqueous sodium bicarbonate and extracted with EtOAc. The organic layer was washed with saturated aqueous sodium bicarbonate, water and brine, dried over sodium sulfate and concentrated. The crude product was purified by flash chromatography on silica gel (cyclohexane/EtOAc) to give INT... Reactants: ON (HONH2), C(C)OC(CCCCCCN(C1=NC=CC(=C1)C1=C(C=CC=C1)C)C1=NC=CC=C1)=O (7-[Pyridin-2-yl-(4-o-tolyl-pyridin-2-yl)-amino]heptanoic acid ethyl ester), CN(C)C=O (DMF). Solvent: CO (MeOH). Run at time 22 hour. Product: ONC(C(CCCCC)N(C1=NC=CC(=C1)C1=C(C=CC=C1)C)C1=NC=CC=C1)=O ((pyridin-2-yl-(4-o-tolyl-pyridin-2-yl)-amino]-heptanoic acid hydroxyamide). Yield: 55.0%. RXN SMILES: [OH:1]N.C(OC(=O)[CH2:7][CH2:8][CH2:9][CH2:10][CH2:11][CH2:12][N:13]([C:27]1[CH:32]=[CH:31][CH:30]=[CH:29][N:28]=1)[C:14]1[CH:19]=[C:18]([C:20]2[CH:25]=[CH:24][CH:23]=[CH:22][C:21]=2[CH3:26])[CH:17]=[CH:16][N:15]=1)C.C[N:35]([CH:37]=[O:38])C>CO>[OH:1][NH:35][C:37](=[O:38])[CH:12]([N:13]([C:27]1[CH:32]=[CH:31][CH:30]=[CH:29][N:28]=1)[C:14]1[CH:19]=[C:18]([C:20]2[CH:25]=[CH:24][CH:23]=[CH:22][C:21]=2[CH3:26])[CH:17]=[CH:16][N:15]=1)[CH2:11][CH2:10][CH2:9][CH2:8][CH3:7]. Procedure details: HONH2 (50% aqueous, 2 mL) was added to II (37 mg, 0.09 mmol) in DMF (0.5 mL) and MeOH (2 mL) at rt. The reaction mixture was stirred for 22 h, after which the solvents were evaporated under reduced pressure. The resulting residue was dissolved and co-evaporated with toluene (2×2 mL) then was purified by silica gel column chromatography eluting with CH2Cl2/MeOH (100:4 to 100:8) to furnish III as a yellow oil (20 mg, 55%). Reactants: O=C([O-])[O-], CC1(C)c2cccc(P(c3ccccc3)c3ccccc3)c2Oc2c(P(c3ccccc3)c3ccccc3)cccc21, [Cl-], [Cs+], [Cs+], O=c1[nH]c(-c2ccccc2C(F)(F)F)cc2ccc(I)cc12, [NH4+], O=C1CCCN1, O=C(C=Cc1ccccc1)C=Cc1ccccc1, O=C(C=Cc1ccccc1)C=Cc1ccccc1, O=C(C=Cc1ccccc1)C=Cc1ccccc1, [Pd], [Pd]. Yields the product O=C1CCCN1c1ccc2cc(-c3ccccc3C(F)(F)F)[nH]c(=O)c2c1. As a reaction SMILES: [C:65](=[O:66])([O-:67])[O-:68].[CH3:23][C:24]1([CH3:25])[c:26]2[cH:27][cH:28][cH:29][c:30]([P:31]([c:32]3[cH:33][cH:34][cH:35][cH:36][cH:37]3)[c:38]3[cH:39][cH:40][cH:41][cH:42][cH:43]3)[c:44]2[O:45][c:46]2[c:47]1[cH:48][cH:49][cH:50][c:51]2[P:52]([c:53]1[cH:54][cH:55][cH:56][cH:57][cH:58]1)[c:59]1[cH:60][cH:61][cH:62][cH:63][cH:64]1.[Cl-:77].[Cs+:69].[Cs+:70].[I:1][c:2]1[cH:3][cH:4][c:5]2[cH:6][c:7](-[c:13]3[c:14]([C:19]([F:20])([F:21])[F:22])[cH:15][cH:16][cH:17][cH:18]3)[nH:8][c:9](=[O:12])[c:10]2[cH:11]1.[NH4+:78].[NH:71]1[C:72](=[O:76])[CH2:73][CH2:74][CH2:75]1.[O:117]=[C:118]([CH:119]=[CH:120][c:121]1[cH:122][cH:123][cH:124][cH:125][cH:126]1)[CH:127]=[CH:128][c:129]1[cH:130][cH:131][cH:132][cH:133][cH:134]1.[O:81]=[C:82]([CH:83]=[CH:84][c:85]1[cH:86][cH:87][cH:88][cH:89][cH:90]1)[CH:91]=[CH:92][c:93]1[cH:94][cH:95][cH:96][cH:97][cH:98]1.[O:99]=[C:100]([CH:101]=[CH:102][c:103]1[cH:104][cH:105][cH:106][cH:107][cH:108]1)[CH:109]=[CH:110][c:111]1[cH:112][cH:113][cH:114][cH:115][cH:116]1.[Pd:79].[Pd:80]>>[c:2]1([N:71]2[C:72](=[O:76])[CH2:73][CH2:74][CH2:75]2)[cH:3][cH:4][c:5]2[cH:6][c:7](-[c:13]3[c:14]([C:19]([F:20])([F:21])[F:22])[cH:15][cH:16][cH:17][cH:18]3)[nH:8][c:9](=[O:12])[c:10]2[cH:11]1. The reactants are Cc1cc(C)n2nccc2n1, O=[N+]([O-])O, O=S(=O)(O)O. Yields the product Cc1cc(C)n2ncc([N+](=O)[O-])c2n1. As a reaction SMILES: [CH3:1][c:2]1[n:3][c:4]2[n:5]([c:6]([CH3:8])[cH:7]1)[n:9][cH:10][cH:11]2.[OH:12][N+:13]([O-:14])=[O:15].[S:16](=[O:17])(=[O:18])([OH:19])[OH:20]>>[CH3:1][c:2]1[n:3][c:4]2[n:5]([c:6]([CH3:8])[cH:7]1)[n:9][cH:10][c:11]2[N+:13](=[O:12])[O-:14].